Dataset: the Open Reaction Database (ORD), a public repository of structured organic reaction records. Task: describe an organic reaction: reactants, conditions, products, and yield Yield: 74.0%. RXN SMILES: [CH3:1][O:2][C:3]1[CH:12]=[CH:11][C:6]2[C:7](=[O:10])[CH2:8][O:9][C:5]=2[C:4]=1/[CH:13]=[CH:14]/[CH2:15][CH:16]1[CH2:21][CH2:20][N:19]([C:22]([O:24][C:25]([CH3:28])([CH3:27])[CH3:26])=[O:23])[CH2:18][CH2:17]1.[NH:29]1[C:37]2[C:32](=[CH:33][CH:34]=[CH:35][CH:36]=2)[C:31]([CH:38]=O)=[N:30]1.N1CCCCC1>CO>[NH:29]1[C:37]2[C:32](=[CH:33][CH:34]=[CH:35][CH:36]=2)[C:31](/[CH:38]=[C:8]2\[O:9][C:5]3[C:4](/[CH:13]=[CH:14]/[CH2:15][CH:16]4[CH2:21][CH2:20][N:19]([C:22]([O:24][C:25]([CH3:28])([CH3:27])[CH3:26])=[O:23])[CH2:18][CH2:17]4)=[C:3]([O:2][CH3:1])[CH:12]=[CH:11][C:6]=3[C:7]\2=[O:10])=[N:30]1. Reactants: COC1=C(C2=C(C(CO2)=O)C=C1)/C=C/CC1CCN(CC1)C(=O)OC(C)(C)C (tert-butyl (E)-4-[3-(6-methoxy-3-oxo-2,3-dihydrobenzofuran-7-yl)allyl]piperidine-1-carboxylate), N1N=C(C2=CC=CC=C12)C=O (1H-indazole-3-carboxaldehyde), N1CCCCC1 (piperidine). Run at temperature 60 celsius, time 2 hour. Product: N1N=C(C2=CC=CC=C12)\C=C\1/OC2=C(C1=O)C=CC(=C2/C=C/CC2CCN(CC2)C(=O)OC(C)(C)C)OC (tert-butyl 4-((E)-3-{(Z)-2-[(1H-indazol-3-yl)methylene]-6-methoxy-3-oxo-2,3-dihydrobenzofuran-7-yl}allyl)piperidine-1-carboxylate). Procedure details: A solution of tert-butyl (E)-4-[3-(6-methoxy-3-oxo-2,3-dihydrobenzofuran-7-yl)allyl]piperidine-1-carboxylate (0.0313 g, 0.0807 mmol) in methanol (3 mL) was added with 1H-indazole-3-carboxaldehyde (0.0118 g, 0.0807 mmol) and piperidine (0.0800 mL, 0.810 mmol), and the mixture was stirred at 60° C. for 2 hours. The reaction mixture was concentrated, and the resulting residue was purified by silica gel column chromatography (chloroform/methanol) to obtain tert-butyl 4-((E)-3-{(Z)-2-[(1H-indazol-3-y... The solvent is CO (methanol). Reactants: 2-tributyltin pyridine, BrC=1C=C2C(=NC1CO)N(C(=N2)CCCC)CC(C2=CC=CC=C2)=O (6-bromo-2-butyl-5-hydroxymethyl-3-(2-oxo-2-phenylethyl)-3H-imidazo(4,5-b]pyridine), tetrakistriphenyl-phosphine palladium. The solvent is C1(=CC=CC=C1)C (toluene). The product is C(CCC)C1=NC=2C(=NC(=C(C2)C2=NC=CC=C2)CO)N1CC(C1=CC=CC=C1)=O (2-butyl-5-hydroxymethyl-6-(pyridine-2-yl)-3-(2-oxo-2-phenylethyl)-3H-imidazo[4,5-b]pyridine). Isolated yield 141.4%. Reaction SMILES: Br[C:2]1[CH:3]=[C:4]2[N:12]=[C:11]([CH2:13][CH2:14][CH2:15][CH3:16])[N:10]([CH2:17][C:18](=[O:25])[C:19]3[CH:24]=[CH:23][CH:22]=[CH:21][CH:20]=3)[C:5]2=[N:6][C:7]=1[CH2:8][OH:9]>C1(C)C=CC=CC=1>[CH2:13]([C:11]1[N:10]([CH2:17][C:18](=[O:25])[C:19]2[CH:24]=[CH:23][CH:22]=[CH:21][CH:20]=2)[C:5]2=[N:6][C:7]([CH2:8][OH:9])=[C:2]([C:5]3[CH:4]=[CH:3][CH:2]=[CH:7][N:6]=3)[CH:3]=[C:4]2[N:12]=1)[CH2:14][CH2:15][CH3:16]. Procedure: 1 g(0.00249 mole) of the compound obtained in step 7 of Example 1 was dissolved in 10 ml of toluene and to the resulting solution were 1 g(0.00274 mole) of 2-tributyltin pyridine and 0.058 g(0.00005 mole) of tetrakistriphenyl-phosphine palladium. The resultant was refluxed for 24 hours, and cooled to room temperature after the completion of the reaction. The reaction solution was extracted with 100 ml of ethyl acetate and washed with 100 ml of water. The organic layer was dried over MgSO4, filte... The reactants are N (ammonia), CO (MeOH), C(C)(C)(C)OC(=O)N[C@@H](C(=O)O)C1CC1 ((R)-2-(tert-butoxycarbonylamino)-2-cyclopropylacetic acid), C(CCl)Cl (EDC), C=1C=CC2=C(C1)N=NN2O (HOBt). Run in O (water), CCOC(=O)C (EtOAc), O (H2O), CN(C)C=O (DMF). Run at time 30 minute. Product: C(C)(C)(C)OC(N[C@@H](C(=O)N)C1CC1)=O ((R)-tert-butyl-2-amino-1-cyclopropyl-2-oxoethylcarbamate). RXN SMILES: [C:1]([O:5][C:6]([NH:8][C@H:9]([CH:13]1[CH2:15][CH2:14]1)[C:10](O)=[O:11])=[O:7])([CH3:4])([CH3:3])[CH3:2].C(Cl)CCl.C1C=CC2N(O)N=[N:26]C=2C=1.N.CO>CN(C=O)C.O.CCOC(C)=O>[C:1]([O:5][C:6](=[O:7])[NH:8][C@H:9]([CH:13]1[CH2:15][CH2:14]1)[C:10]([NH2:26])=[O:11])([CH3:4])([CH3:3])[CH3:2]. Reported procedure: To a solution of (R)-2-(tert-butoxycarbonylamino)-2-cyclopropylacetic acid (430 mg, 2 mmol) in DMF (6 ml) was added EDC (461 mg, 2.4 mmol) and HOBt. H2O (367 mg, 2.4 mmol) at room temperature, 20 min later, it was added ammonia in MeOH (7N, 0.6 mL, 4 mmol) at room temperature. After stirring for 30 min, it was diluted with water and EtOAc, organic layer was separated and washed with Sat. NaHCO3, brine, dried and concentrated to give (R)-tert-butyl-2-amino-1-cyclopropyl-2-oxoethylcarbamate (330 m...